From a dataset of the Open Reaction Database (ORD), a public repository of structured organic reaction records. describe an organic reaction: reactants, conditions, products, and yield Reactants: O=[N+]([O-])c1c(Cl)cccc1Cl, O, O=C(NCO)C(F)(F)F, O=S(=O)(O)O. Yields the product O=C(NCc1ccc(Cl)c([N+](=O)[O-])c1Cl)C(F)(F)F. As a reaction SMILES: [Cl:10][c:11]1[c:12]([N+:18](=[O:19])[O-:20])[c:13]([Cl:17])[cH:14][cH:15][cH:16]1.[OH2:26].[OH:1][CH2:2][NH:3][C:4]([C:5]([F:6])([F:7])[F:8])=[O:9].[S:21](=[O:22])(=[O:23])([OH:24])[OH:25]>>[CH2:2]([NH:3][C:4]([C:5]([F:6])([F:7])[F:8])=[O:9])[c:16]1[c:11]([Cl:10])[c:12]([N+:18](=[O:19])[O-:20])[c:13]([Cl:17])[cH:14][cH:15]1. The product is N1=CC(=CC=C1)CN1CCC(CC1)=NO (1-(3-Pyridinylmethyl)-4-piperidone oxime). As a reaction SMILES: [N:1]1[CH:6]=[CH:5][CH:4]=[C:3]([CH2:7][N:8]2[CH2:13][CH2:12][C:11](=O)[CH2:10][CH2:9]2)[CH:2]=1.Cl.[NH2:16][OH:17]>>[N:1]1[CH:6]=[CH:5][CH:4]=[C:3]([CH2:7][N:8]2[CH2:13][CH2:12][C:11](=[N:16][OH:17])[CH2:10][CH2:9]2)[CH:2]=1 |f:1.2|. The reactants are N1=CC(=CC=C1)CN1CCC(CC1)=O (1-(3-pyridinylmethyl)-4-piperidone), Cl.NO (hydroxylamine hydrochloride). Procedure details: 1-(3-Pyridinylmethyl)-4-piperidone oxime is prepared from 1-(3-pyridinylmethyl)-4-piperidone and hydroxylamine hydrochloride essentially as described above in Example 38, Scheme C, step b. As a reaction SMILES: Br[C:2]1[CH:3]=[C:4]2[C:8](=[CH:9][CH:10]=1)[NH:7][CH:6]=[C:5]2[CH:11]=[O:12].[C:13]1([CH3:22])[CH:18]=[CH:17][CH:16]=[C:15](B(O)O)[CH:14]=1>>[C:13]1([CH3:22])[CH:18]=[CH:17][CH:16]=[C:15]([C:2]2[CH:3]=[C:4]3[C:8](=[CH:9][CH:10]=2)[NH:7][CH:6]=[C:5]3[CH:11]=[O:12])[CH:14]=1. The yield is 85.0%. Yields the product C1(=CC(=CC=C1)C=1C=C2C(=CNC2=CC1)C=O)C (5-m-Tolyl-1H-indole-3-carbaldehyde). Reported procedure: 5-Bromo-1H-indole-3-carbaldehye was reacted with m-tolylboronic acid as described for 3-6 and 3-7. Yield: 85%; 1H NMR (300 MHz, CDCl3): δ 9.91 (s, 1 H), 8.43 (s, 1 H), 7.66 (s, 1 H), 7.36 (d, J=7.5 Hz, 1 H), 7.20 (d, J=8.7, 1 H), 4.11 (t, J=7.2 Hz, 2 H), 1.85 (t, J=6.3 Hz, 2 H), 1.30-1.24 (m, 10 H), 0.86 (t, J=6 Hz, 3 H); 13C NMR (75 MHz, CDCl3): δ 184.1, 138.7, 135.8, 126.8, 126.8, 124.7, 117.3, 116.4, 111.4, 47.4, 32.7, 31.6, 29.6, 29.0, 26.7, 22.5, 14.0. Starting materials: BrC=1C=C2C(=CNC2=CC1)C=O (5-Bromo-1H-indole-3-carbaldehye), C1(=CC(=CC=C1)B(O)O)C (m-tolylboronic acid). The reactants are [Li]CCCC, CCCCCC, CC(=O)C(F)(F)F, COc1cc(F)cc(F)c1, C1CCOC1, O. The product is COc1cc(F)c(C(C)(O)C(F)(F)F)c(F)c1. RXN SMILES: [CH2:16]([Li:17])[CH2:18][CH2:19][CH3:20].[CH3:29][CH2:30][CH2:31][CH2:32][CH2:33][CH3:34].[F:21][C:22]([C:23](=[O:24])[CH3:25])([F:26])[F:27].[F:6][c:7]1[cH:8][c:9]([F:15])[cH:10][c:11]([O:13][CH3:14])[cH:12]1.[O:1]1[CH2:2][CH2:3][CH2:4][CH2:5]1.[OH2:28]>>[F:6][c:7]1[c:8]([C:23]([C:22]([F:21])([F:26])[F:27])([OH:24])[CH3:25])[c:9]([F:15])[cH:10][c:11]([O:13][CH3:14])[cH:12]1. The reactants are COS(=O)(=O)OC (dimethylsulfate), CC1=CC=C(O1)C2C3=C4C(=C(N3C5=CC=CC=C5N2)C6=CC=CC=C6)C(=O)N(C(=O)N4C)C (PPQ-102), CC1=CC=C(O1)C2C3=C4C(=C(N3C5=CC=CC=C5N2)C6=CC=CC=C6)C(=O)N(C(=O)N4C)C (PPQ-102), CC1=CC(NC(N1)=O)=O (6-methyluracil). The product is CN1C(=O)N(C(=O)C=C1C)C (1,3,6-trimethyluracil). RXN SMILES: CC1OC(C2NC3C(=CC=CC=3)N3[C:8]2=[C:9]2[N:31]([CH3:32])[C:29](=[O:30])[N:28]([CH3:33])[C:26](=[O:27])[C:10]2=C3C2C=CC=CC=2)=CC=1.CC1NC(=O)NC(=O)C=1.COS(OC)(=O)=O>>[CH3:32][N:31]1[C:9]([CH3:8])=[CH:10][C:26](=[O:27])[N:28]([CH3:33])[C:29]1=[O:30]. Procedure details: Synthesis of PPQ-102—Synthesis of PPQ-102 was achieved in six steps as illustrated in FIG. 2B. Commercially available 6-methyluracil 1 was methylated using dimethylsulfate to produce 1,3,6-trimethyluracil 2, which upon Friedel-Crafts acylation using zinc chloride as a catalyst yielded 5-benzoyl-1,3,6-trimethylpyrimidine-2,4(1H,3H)-dione 3 as a white powder. Bromination of 3 followed by reaction with N-(2-aminophenyl)acetamide generated amino-protected intermediate 5. The acetamido function of 5 ... Reported procedure: Prepared by standard procedure from azetidine-3-carboxylic acid methyl ester and propane-1-sulfonyl chloride (e.g. example 279). Starting materials: COC(=O)C1CNC1 (azetidine-3-carboxylic acid methyl ester), C1(CC1)NS(=O)(=O)CCC (Propane-1-sulfonic acid cyclopropyl amide). RXN SMILES: [CH3:1][O:2][C:3]([CH:5]1[CH2:8][NH:7][CH2:6]1)=[O:4].C1(N[S:13]([CH2:16][CH2:17][CH3:18])(=[O:15])=[O:14])CC1>>[CH3:1][O:2][C:3]([CH:5]1[CH2:8][N:7]([S:13]([CH2:16][CH2:17][CH3:18])(=[O:15])=[O:14])[CH2:6]1)=[O:4]. The product is COC(=O)C1CN(C1)S(=O)(=O)CCC (1-(Propane-1-sulfonyl)-azetidine-3-carboxylic acid methyl ester). Reactants: COC1OC(CO)C(OCc2ccccc2)C(OCc2ccccc2)C1OCc1ccccc1, [H-], [N-]=[N+]=Nc1ccc(CBr)cc1Cl, [Na+], CN(C)C=O. Product: COC1OC(COCc2ccc(N=[N+]=[N-])c(Cl)c2)C(OCc2ccccc2)C(OCc2ccccc2)C1OCc1ccccc1. RXN SMILES: [CH2:1]([c:2]1[cH:3][cH:4][cH:5][cH:6][cH:7]1)[O:8][CH:9]1[CH:10]([O:11][CH3:12])[O:13][CH:14]([CH2:33][OH:34])[CH:15]([O:25][CH2:26][c:27]2[cH:28][cH:29][cH:30][cH:31][cH:32]2)[CH:16]1[O:17][CH2:18][c:19]1[cH:20][cH:21][cH:22][cH:23][cH:24]1.[H-:35].[N:37](=[N+:38]=[N-:39])[c:40]1[c:41]([Cl:48])[cH:42][c:43]([CH2:44][Br:45])[cH:46][cH:47]1.[Na+:36].[O:49]=[CH:50][N:51]([CH3:52])[CH3:53]>>[CH2:1]([c:2]1[cH:3][cH:4][cH:5][cH:6][cH:7]1)[O:8][CH:9]1[CH:10]([O:11][CH3:12])[O:13][CH:14]([CH2:33][O:34][CH2:44][c:43]2[cH:42][c:41]([Cl:48])[c:40]([N:37]=[N+:38]=[N-:39])[cH:47][cH:46]2)[CH:15]([O:25][CH2:26][c:27]2[cH:28][cH:29][cH:30][cH:31][cH:32]2)[CH:16]1[O:17][CH2:18][c:19]1[cH:20][cH:21][cH:22][cH:23][cH:24]1.